From a dataset of the Open Reaction Database (ORD), a public repository of structured organic reaction records. describe an organic reaction: reactants, conditions, products, and yield Reactants: Cc1cc([N+](=O)[O-])c(NC(=O)OC(C)(C)C)cc1Cl, CCCNC, CS(C)=O. The product is CCCN(C)c1cc(NC(=O)OC(C)(C)C)c([N+](=O)[O-])cc1C. As a reaction SMILES: [C:1]([CH3:2])([CH3:3])([CH3:4])[O:5][C:6]([NH:7][c:8]1[c:9]([N+:16](=[O:17])[O-:18])[cH:10][c:11]([CH3:15])[c:12]([Cl:14])[cH:13]1)=[O:19].[CH3:20][NH:21][CH2:22][CH2:23][CH3:24].[CH3:25][S:26]([CH3:27])=[O:28]>>[C:1]([CH3:2])([CH3:3])([CH3:4])[O:5][C:6]([NH:7][c:8]1[c:9]([N+:16](=[O:17])[O-:18])[cH:10][c:11]([CH3:15])[c:12]([N:21]([CH3:20])[CH2:22][CH2:23][CH3:24])[cH:13]1)=[O:19]. Reactants: C(C)(=O)OCC1=C(C=C(C=C1N1CCC=2C=3CCCCC3SC2C1=O)F)C1=CN(C(C(=C1)NC1=NNC(=C1)C1CC1)=O)C ((2-{5-[(5-Cyclopropyl-1H-pyrazol-3-yl)amino]-1-methyl-6-oxopyridin-3-yl}-4-fluoro-6-{6-oxo-8-thia-5-azatricyclo[7.4.0.02,7]trideca-1(9),2(7)-dien-5-yl}phenyl)methyl acetate), BrC=1C=C(C(N(C1)C)=O)NC1=NC=C(C=C1)C1CN(C1)CC (5-bromo-3-(5-(1-ethylazetidin-3-yl)pyridin-2-ylamino)-1-methylpyridin-2(1H)-one), C(C)(=O)OCC1=C(C=CC=C1B1OC(C(O1)(C)C)(C)C)N1CCC=2C=3CCCCC3SC2C1=O ((2-{6-oxo-8-thia-5-azatricyclo-[7.4.0.02,7]trideca-1(9),2(7)-dien-5-yl}-6-(4,4,5,5-tetramethyl-1,3,2-dioxaborolan-2-yl)phenyl)methyl acetate). Product: C(C)(=O)OCC1=C(C=C(C=C1N1CCC=2C=3CCCCC3SC2C1=O)F)C1=CN(C(C(=C1)NC1=NC=C(C=C1)C1CN(C1)CC)=O)C ([2-(5-{[5-(1-Ethylazetidin-3-yl)pyridin-2-yl]amino}-1-methyl-6-oxo-1,6-dihydropyridin-3-yl)-4-fluoro-6-{6-oxo-8-thia-5-azatricyclo[7.4.0.02,7]trideca-1(9),2(7)-dien-5-yl}phenyl]methyl Acetate). Isolated yield 67.0%. RXN SMILES: [C:1]([O:4][CH2:5][C:6]1[C:11]([N:12]2[C:24](=[O:25])[C:23]3[S:22][C:21]4[CH2:20][CH2:19][CH2:18][CH2:17][C:16]=4[C:15]=3[CH2:14][CH2:13]2)=[CH:10][C:9]([F:26])=[CH:8][C:7]=1[C:27]1[CH:32]=[C:31]([NH:33][C:34]2[CH:38]=C(C3CC3)N[N:35]=2)[C:30](=[O:42])[N:29]([CH3:43])[CH:28]=1)(=[O:3])[CH3:2].BrC1C=C(NC2C=[CH:58][C:57]([CH:60]3[CH2:63][N:62]([CH2:64][CH3:65])[CH2:61]3)=[CH:56]N=2)C(=O)N(C)C=1.C(OCC1C(B2OC(C)(C)C(C)(C)O2)=CC=CC=1N1C(=O)C2SC3CCCCC=3C=2CC1)(=O)C>>[C:1]([O:4][CH2:5][C:6]1[C:11]([N:12]2[C:24](=[O:25])[C:23]3[S:22][C:21]4[CH2:20][CH2:19][CH2:18][CH2:17][C:16]=4[C:15]=3[CH2:14][CH2:13]2)=[CH:10][C:9]([F:26])=[CH:8][C:7]=1[C:27]1[CH:32]=[C:31]([NH:33][C:34]2[CH:38]=[CH:58][C:57]([CH:60]3[CH2:63][N:62]([CH2:64][CH3:65])[CH2:61]3)=[CH:56][N:35]=2)[C:30](=[O:42])[N:29]([CH3:43])[CH:28]=1)(=[O:3])[CH3:2]. Procedure: Following the procedures as described for 136e and starting with 5-bromo-3-(5-(1-ethylazetidin-3-yl)pyridin-2-ylamino)-1-methylpyridin-2(1H)-one (250a) and (4-fluoro-2-{6-oxo-8-thia-5-azatricyclo[7.4.0.02,7]trideca-1(9),2(7)-dien-5-yl}-6-(4,4,5,5-tetramethyl-1,3,2-dioxaborolan-2-yl)phenyl)methyl acetate 212b, compound 233a was obtained in 67% yield. LCMS: (M+H)+ 597 The reactants are CCO, O=Cc1ccccc1O, Cl, NNc1nc(C(Cl)(Cl)Cl)ns1, O. The product is Oc1ccccc1C=NNc1nc(C(Cl)(Cl)Cl)ns1. Reaction SMILES: [CH3:22][CH2:23][OH:24].[CH:1](=[O:2])[c:3]1[cH:4][cH:5][cH:6][cH:7][c:8]1[OH:9].[ClH:21].[NH:10]([NH2:11])[c:12]1[n:13][c:14]([C:17]([Cl:18])([Cl:19])[Cl:20])[n:15][s:16]1.[OH2:25]>>[CH:1]([c:3]1[cH:4][cH:5][cH:6][cH:7][c:8]1[OH:9])=[N:11][NH:10][c:12]1[n:13][c:14]([C:17]([Cl:18])([Cl:19])[Cl:20])[n:15][s:16]1.